Dataset: the Open Reaction Database (ORD), a public repository of structured organic reaction records. Task: describe an organic reaction: reactants, conditions, products, and yield The reactants are Cc1ccccc1, O=C(O)C1(c2ccc3c(c2)OC(F)(F)O3)CC1, O=S(Cl)Cl. Product: O=C(Cl)C1(c2ccc3c(c2)OC(F)(F)O3)CC1. As a reaction SMILES: [CH3:22][c:23]1[cH:24][cH:25][cH:26][cH:27][cH:28]1.[F:1][C:2]1([F:17])[O:3][c:4]2[c:5]([cH:7][cH:8][c:9]([C:11]3([C:14](=[O:15])[OH:16])[CH2:12][CH2:13]3)[cH:10]2)[O:6]1.[S:18]([Cl:19])([Cl:20])=[O:21]>>[F:1][C:2]1([F:17])[O:3][c:4]2[c:5]([cH:7][cH:8][c:9]([C:11]3([C:14](=[O:15])[Cl:20])[CH2:12][CH2:13]3)[cH:10]2)[O:6]1. Reactants: CN1CCNCC1, O=C(O)c1ccc(-n2ncc3c(=O)n(-c4ccc(Cl)cc4)c(-c4ccc(Cl)cc4Cl)nc32)cc1, O=S(Cl)Cl. The product is CN1CCN(C(=O)c2ccc(-n3ncc4c(=O)n(-c5ccc(Cl)cc5)c(-c5ccc(Cl)cc5Cl)nc43)cc2)CC1. RXN SMILES: [CH3:35][N:36]1[CH2:37][CH2:38][NH:39][CH2:40][CH2:41]1.[Cl:1][c:2]1[cH:3][cH:4][c:5](-[n:8]2[c:9](-[c:27]3[c:28]([Cl:34])[cH:29][c:30]([Cl:33])[cH:31][cH:32]3)[n:10][c:11]3[c:12]([c:13]2=[O:14])[cH:15][n:16][n:17]3-[c:18]2[cH:19][cH:20][c:21]([C:22](=[O:23])[OH:24])[cH:25][cH:26]2)[cH:6][cH:7]1.[S:42]([Cl:43])([Cl:44])=[O:45]>>[Cl:1][c:2]1[cH:3][cH:4][c:5](-[n:8]2[c:9](-[c:27]3[c:28]([Cl:34])[cH:29][c:30]([Cl:33])[cH:31][cH:32]3)[n:10][c:11]3[c:12]([c:13]2=[O:14])[cH:15][n:16][n:17]3-[c:18]2[cH:19][cH:20][c:21]([C:22](=[O:24])[N:39]3[CH2:38][CH2:37][N:36]([CH3:35])[CH2:41][CH2:40]3)[cH:25][cH:26]2)[cH:6][cH:7]1. Reactants: O=C1CCC(=O)N1Br, ClC(Cl)(Cl)Cl, Cc1cc(Cl)c(Cl)cc1Cl. Product: Clc1cc(Cl)c(CBr)cc1Cl. Reaction SMILES: [Br:11][N:12]1[C:13](=[O:14])[CH2:15][CH2:16][C:17]1=[O:18].[C:19]([Cl:20])([Cl:21])([Cl:22])[Cl:23].[Cl:1][c:2]1[c:3]([CH3:10])[cH:4][c:5]([Cl:9])[c:6]([Cl:8])[cH:7]1>>[Cl:1][c:2]1[c:3]([CH2:10][Br:11])[cH:4][c:5]([Cl:9])[c:6]([Cl:8])[cH:7]1. Starting materials: ClC=1C=CC=2N(N1)C(=NN2)N (6-Chloro-[1,2,4]triazolo[4,3-b]pyridazin-3-ylamin), BrCC(=O)C1=CC(=C(C(=C1)C(C)(C)C)O)C(C)(C)C (2-bromo-1-(3,5-di-tert-butyl-4-hydroxyphenyl)ethanone). Solvent: CN(C)C=O (DMF), CN(C)C=O (DMF). Run at temperature 60 celsius, time 8 hour. Yields the product ClC=1C=CC=2N(N1)C(N(N2)CC(=O)C2=CC(=C(C(=C2)C(C)(C)C)O)C(C)(C)C)=N (2-(6-chloro-3-imino-[1,2,4]triazolo[4,3-b]pyridazin-2-yl)-1-(3,5-di-tert-butyl-4-hydroxyphenyl)ethanone). The yield is 38.1%. RXN SMILES: [Cl:1][C:2]1[CH:3]=[CH:4][C:5]2[N:6]([C:8]([NH2:11])=[N:9][N:10]=2)[N:7]=1.Br[CH2:13][C:14]([C:16]1[CH:21]=[C:20]([C:22]([CH3:25])([CH3:24])[CH3:23])[C:19]([OH:26])=[C:18]([C:27]([CH3:30])([CH3:29])[CH3:28])[CH:17]=1)=[O:15]>CN(C=O)C>[Cl:1][C:2]1[CH:3]=[CH:4][C:5]2[N:6]([C:8](=[NH:11])[N:9]([CH2:13][C:14]([C:16]3[CH:21]=[C:20]([C:22]([CH3:24])([CH3:23])[CH3:25])[C:19]([OH:26])=[C:18]([C:27]([CH3:30])([CH3:29])[CH3:28])[CH:17]=3)=[O:15])[N:10]=2)[N:7]=1. Procedure: 6-Chloro-[1,2,4]triazolo[4,3-b]pyridazin-3-ylamin (W2.001a; 30 mg) was initially charged in DMF (3.5 ml) at RT while stirring, and 2-bromo-1-(3,5-di-tert-butyl-4-hydroxyphenyl)ethanone (O1.002; 58 mg) predissolved in DMF (0.5 ml) was added dropwise. The reaction mixture was stirred at RT for 30 min and was then heated to 60° C. for 5 h. After standing overnight, the solvent was removed under reduced pressure and the residue was purified by means of preparative HPLC (met. A). The clean product fr... Starting materials: FC(C(=O)O)(F)F (trifluoroacetic acid), ClC=1C(=C(C(=O)OC(C)(C)C)C=CC1F)F (tert-Butyl 3-chloro-2,4-difluorobenzoate), ClC1=C(C=C(C=C1)O)C(F)(F)F (4-chloro-3-(trifluoromethyl)phenol), C([O-])([O-])=O.[K+].[K+] (potassium carbonate). Run in CS(=O)C (dimethyl sulfoxide), O (water). Run at time 4 hour. The product is ClC=1C(=C(C(=O)O)C=CC1OC1=CC(=C(C=C1)Cl)C(F)(F)F)F (3-chloro-4-(4-chloro-3-(trifluoromethyl)phenoxy)-2-fluorobenzoic acid). Yield: 37.9%. Reaction SMILES: [Cl:1][C:2]1[C:3]([F:16])=[C:4]([CH:12]=[CH:13][C:14]=1F)[C:5]([O:7]C(C)(C)C)=[O:6].[Cl:17][C:18]1[CH:23]=[CH:22][C:21]([OH:24])=[CH:20][C:19]=1[C:25]([F:28])([F:27])[F:26].C(=O)([O-])[O-].[K+].[K+].FC(F)(F)C(O)=O>O.CS(C)=O>[Cl:1][C:2]1[C:3]([F:16])=[C:4]([CH:12]=[CH:13][C:14]=1[O:24][C:21]1[CH:22]=[CH:23][C:18]([Cl:17])=[C:19]([C:25]([F:28])([F:26])[F:27])[CH:20]=1)[C:5]([OH:7])=[O:6] |f:2.3.4|. Reported procedure: tert-Butyl 3-chloro-2,4-difluorobenzoate (Preparation 154, 0.249 g, 1.00 mmol), 4-chloro-3-(trifluoromethyl)phenol (0.196 g, 1.00 mmol) and potassium carbonate (210 mg, 1.5 mmol) were added to dimethyl sulfoxide (6 mL) and stirred at ambient temperature for 4 hours, then another 18 hours at 70° C. The reaction mixture was diluted with water and extracted three times with ethyl ether. The combined organic phase was dried over anhydrous magnesium sulfate and the solvent removed in vacuo to leave a...